Task: describe an organic reaction: reactants, conditions, products, and yield. Dataset: the Open Reaction Database (ORD), a public repository of structured organic reaction records Starting materials: C1(=CC=C(C=C1)S(=O)(=O)Cl)C (p-toluenesulphonyl chloride), [C@H]1(CC=CCC1)CO ((S)-3-cyclohexene-1-methanol). Solvent: N1=CC=CC=C1 (pyridine), N1=CC=CC=C1 (pyridine). Reaction conditions: time 64 hour. Yields the product C1(=CC=C(C=C1)S(=O)(=O)OC[C@@H]1CC=CCC1)C ([(S)-3-Cyclohexen-1-yl]methyl p-toluenesulphonate). RXN SMILES: [C:1]1([CH3:11])[CH:6]=[CH:5][C:4]([S:7](Cl)(=[O:9])=[O:8])=[CH:3][CH:2]=1.[C@H:12]1([CH2:18][OH:19])[CH2:17][CH2:16][CH:15]=[CH:14][CH2:13]1>N1C=CC=CC=1>[C:1]1([CH3:11])[CH:6]=[CH:5][C:4]([S:7]([O:19][CH2:18][C@H:12]2[CH2:17][CH2:16][CH:15]=[CH:14][CH2:13]2)(=[O:9])=[O:8])=[CH:3][CH:2]=1. Procedure details: A solution of 10.48 g (55 mmol) of p-toluenesulphonyl chloride in 10 ml of pyridine is slowly added dropwise to a solution, cooled to -10°, of 5.6 g (50 mmol) of (S)-3-cyclohexene-1-methanol in 20 ml of pyridine. The solution is stirred at -10° for 64 hours, thereafter evaporated in a high vacuum and the residue is taken up in ether. The ether solution is washed in succession with 1N hydrochloric acid, water and saturated sodium bicarbonate solution and subsequently evaporated under reduced pres...